From a dataset of the Open Reaction Database (ORD), a public repository of structured organic reaction records. describe an organic reaction: reactants, conditions, products, and yield The reactants are B, CCOC(=O)c1c2ccc(Cl)cc2c(-c2ccccc2)n1CC(=O)O, C1CCOC1. The product is CCOC(=O)c1c2ccc(Cl)cc2c(-c2ccccc2)n1CCO. As a reaction SMILES: [BH3:26].[CH2:1]([CH3:2])[O:3][C:4](=[O:5])[c:6]1[n:7]([CH2:22][C:23](=[O:24])[OH:25])[c:8](-[c:16]2[cH:17][cH:18][cH:19][cH:20][cH:21]2)[c:9]2[cH:10][c:11]([Cl:15])[cH:12][cH:13][c:14]12.[O:27]1[CH2:28][CH2:29][CH2:30][CH2:31]1>>[CH2:1]([CH3:2])[O:3][C:4](=[O:5])[c:6]1[n:7]([CH2:22][CH2:23][OH:24])[c:8](-[c:16]2[cH:17][cH:18][cH:19][cH:20][cH:21]2)[c:9]2[cH:10][c:11]([Cl:15])[cH:12][cH:13][c:14]12. Reactants: CNCCNC (N,N′-dimethylethylenediamine), BrC1=CC=C(C=C1)C(=O)N1CCN(CC1)C1=NC=C(C=C1C)C ((4-bromophenyl) [4-(3,5-dimethylpyridin-2-yl)piperazin-1-yl]methanone), COC1=CC=C(CN2C(NC(C2=O)(C)C)=O)C=C1 (3-(4-methoxybenzyl)-5,5-dimethylimidazolidine-2,4-dione), C([O-])([O-])=O.[Cs+].[Cs+] (cesium carbonate). The reagents and catalysts are [Cu]I (copper(I) iodide). Solvent: C1(=CC=CC=C1)C (toluene), O (water). The product is CC=1C(=NC=C(C1)C)N1CCN(CC1)C(=O)C1=CC=C(C=C1)N1C(N(C(C1(C)C)=O)CC1=CC=C(C=C1)OC)=O (1-{4-[4-(3,5-dimethylpyridin-2-yl)piperazine-1-carbonyl]phenyl}-3-(4-methoxybenzyl)-5,5-dimethylimidazolidine-2,4-dione). As a reaction SMILES: Br[C:2]1[CH:7]=[CH:6][C:5]([C:8]([N:10]2[CH2:15][CH2:14][N:13]([C:16]3[C:21]([CH3:22])=[CH:20][C:19]([CH3:23])=[CH:18][N:17]=3)[CH2:12][CH2:11]2)=[O:9])=[CH:4][CH:3]=1.[CH3:24][O:25][C:26]1[CH:41]=[CH:40][C:29]([CH2:30][N:31]2[C:35](=[O:36])[C:34]([CH3:38])([CH3:37])[NH:33][C:32]2=[O:39])=[CH:28][CH:27]=1.C(=O)([O-])[O-].[Cs+].[Cs+].CNCCNC>[Cu]I.O.C1(C)C=CC=CC=1>[CH3:22][C:21]1[C:16]([N:13]2[CH2:14][CH2:15][N:10]([C:8]([C:5]3[CH:6]=[CH:7][C:2]([N:33]4[C:34]([CH3:37])([CH3:38])[C:35](=[O:36])[N:31]([CH2:30][C:29]5[CH:40]=[CH:41][C:26]([O:25][CH3:24])=[CH:27][CH:28]=5)[C:32]4=[O:39])=[CH:3][CH:4]=3)=[O:9])[CH2:11][CH2:12]2)=[N:17][CH:18]=[C:19]([CH3:23])[CH:20]=1 |f:2.3.4|. Reported procedure: To a mixture of (4-bromophenyl) [4-(3,5-dimethylpyridin-2-yl)piperazin-1-yl]methanone (150 mg) described in Preparation Example 165, 3-(4-methoxybenzyl)-5,5-dimethylimidazolidine-2,4-dione (119 mg) described in Preparation Example 53, cesium carbonate (260 mg) and copper(I) iodide (38 mg) were added toluene (8 mL) and N,N′-dimethylethylenediamine (43 μL), and the mixture was stirred with heating under reflux for 29 hr. The reaction mixture was cooled, water was added, and the mixture was extract... Reported procedure: 1-(4-Piperidinyl)-6-[(trifluoromethyl)oxy]-1,3-dihydro-2H-benzimidazol-2-one hydrochloride D32 (0.6 g) 1,2-dichloroethane (50 mL) and triethylamine (10 mL), tetrahydro-4H-pyran-4-one (1.2 g), sodium triacetoxyborohydride (1.3 g) was stirred at room temperature over night. The mixture was poured into dilute ammonium chloride solution and extracted with dichloromethane. The organic phase was separated, washed with brine and dried with hydromatrix. The solvent was removed and the residue was chroma... Starting materials: Cl.N1CCC(CC1)N1C(NC2=C1C=C(C=C2)OC(F)(F)F)=O (1-(4-Piperidinyl)-6-[(trifluoromethyl)oxy]-1,3-dihydro-2H-benzimidazol-2-one hydrochloride), O1CCC(CC1)=O (tetrahydro-4H-pyran-4-one), C(C)(=O)O[BH-](OC(C)=O)OC(C)=O.[Na+] (sodium triacetoxyborohydride), [Cl-].[NH4+] (ammonium chloride). The product is Cl.O1CCC(CC1)N1CCC(CC1)N1C(NC2=C1C=C(C=C2)OC(F)(F)F)=O (1-[1-(Tetrahydro-2H-pyran-4-yl)-4-piperidinyl]-6-[(trifluoromethyl)oxy]-1,3-dihydro-2H-benzimidazol-2-one hydrochloride). Solvent: C(C)N(CC)CC (triethylamine), ClCCCl (1,2-dichloroethane). RXN SMILES: [ClH:1].[NH:2]1[CH2:7][CH2:6][CH:5]([N:8]2[C:12]3[CH:13]=[C:14]([O:17][C:18]([F:21])([F:20])[F:19])[CH:15]=[CH:16][C:11]=3[NH:10][C:9]2=[O:22])[CH2:4][CH2:3]1.[O:23]1[CH2:28][CH2:27][C:26](=O)[CH2:25][CH2:24]1.C(O[BH-](OC(=O)C)OC(=O)C)(=O)C.[Na+].[Cl-].[NH4+]>C(N(CC)CC)C.ClCCCl>[ClH:1].[O:23]1[CH2:28][CH2:27][CH:26]([N:2]2[CH2:7][CH2:6][CH:5]([N:8]3[C:12]4[CH:13]=[C:14]([O:17][C:18]([F:19])([F:21])[F:20])[CH:15]=[CH:16][C:11]=4[NH:10][C:9]3=[O:22])[CH2:4][CH2:3]2)[CH2:25][CH2:24]1 |f:0.1,3.4,5.6,9.10|. The reactants are FC1=CC2=C(N=C(S2)C(CC(C(F)(F)F)=O)=O)C=C1 (1-(6-fluorobenzothiazol-2-yl)-4,4,4-trifluorobutane-1,3-dione), CSC1=CC=C(C=C1)NN (4-methylthio-phenylhydrazine). The solvent is C(C)(=O)O (acetic acid). Reaction conditions: temperature 100 celsius, time 13 hour. Yields the product FC1=CC2=C(N=C(S2)C2=CC(=NN2C2=CC=C(C=C2)SC)C(F)(F)F)C=C1 (6-fluoro-2-[1-(4-methylthiophenyl)-3-trifluoromethyl-1H-pyrazol-5-yl]benzothiazole), FC1=CC2=C(N=C(S2)C2=NN(C(=C2)C(F)(F)F)C2=CC=C(C=C2)SC)C=C1 (6-fluoro-2-[1-(4-methylthiophenyl)-5-trifluoromethyl-1H-pyrazol-3-yl]-benzothiazole). Yield: 5.0%. RXN SMILES: [F:1][C:2]1[CH:19]=[CH:18][C:5]2[N:6]=[C:7]([C:9](=O)[CH2:10][C:11](=O)[C:12]([F:15])([F:14])[F:13])[S:8][C:4]=2[CH:3]=1.[CH3:20][S:21][C:22]1[CH:27]=[CH:26][C:25]([NH:28][NH2:29])=[CH:24][CH:23]=1>C(O)(=O)C>[F:1][C:2]1[CH:19]=[CH:18][C:5]2[N:6]=[C:7]([C:9]3[N:28]([C:25]4[CH:26]=[CH:27][C:22]([S:21][CH3:20])=[CH:23][CH:24]=4)[N:29]=[C:11]([C:12]([F:15])([F:14])[F:13])[CH:10]=3)[S:8][C:4]=2[CH:3]=1.[F:1][C:2]1[CH:19]=[CH:18][C:5]2[N:6]=[C:7]([C:9]3[CH:10]=[C:11]([C:12]([F:15])([F:14])[F:13])[N:28]([C:25]4[CH:26]=[CH:27][C:22]([S:21][CH3:20])=[CH:23][CH:24]=4)[N:29]=3)[S:8][C:4]=2[CH:3]=1. Procedure details: The mixture of 1-(6-fluorobenzothiazol-2-yl)-4,4,4-trifluorobutane-1,3-dione (820 mg, 2.82 mmol) and 4-methylthio-phenylhydrazine (529.5 mg, 3.43 mmol) in acetic acid (23 ml) was stirred at 100° C. for 13 hours, allowed to cool and then concentrated. The resulting residue was subjected to purification using column chromatography on silica gel to afford 6-fluoro-2-[1-(4-methylthiophenyl)-3-trifluoromethyl-1H-pyrazol-5-yl]benzothiazole (500 mg, 43%) and 6-fluoro-2-[1-(4-methylthiophenyl)-5-trifluo... Procedure: A mixture of 4-chlorophenylboronic acid (167 mg), 4-(2,2-dioxido-3,4,6,7,8,9-hexahydropyrido[2,1-c][1,2,4]thiadiazin-9-yl)phenol (100 mg), pyridine (0.087 mL), diacetoxycopper (130 mg), and cesium carbonate (116 mg) in DMSO (3.0 mL) was stirred at room temperature for 24 hr. The mixture was diluted with water, and extracted with EtOAc (40 mL). The organic layer was washed with 0.1N NaOH aq. (2×40 mL) and then brine, dried over anhydrous magnesium sulfate, and concentrated in vacuo. The residue w... The reactants are ClC1=CC=C(C=C1)B(O)O (4-chlorophenylboronic acid), O=S1(N=C2N(CC1)CCCC2C2=CC=C(C=C2)O)=O (4-(2,2-dioxido-3,4,6,7,8,9-hexahydropyrido[2,1-c][1,2,4]thiadiazin-9-yl)phenol), N1=CC=CC=C1 (pyridine), C([O-])([O-])=O.[Cs+].[Cs+] (cesium carbonate). Yield: 16.5%. Run in CS(=O)C (DMSO), O (water). Reagents/catalysts: C(C)(=O)O[Cu]OC(C)=O (diacetoxycopper). Yields the product ClC1=CC=C(OC2=CC=C(C=C2)C2CCCN3C2=NS(CC3)(=O)=O)C=C1 (9-[4-(4-chlorophenoxy)phenyl]-3,4,6,7,8,9-hexahydropyrido[2,1-c][1,2,4]thiadiazine 2,2-dioxide). Reaction conditions: time 24 hour. Reaction SMILES: [Cl:1][C:2]1[CH:7]=[CH:6][C:5](B(O)O)=[CH:4][CH:3]=1.[O:11]=[S:12]1(=[O:29])[CH2:17][CH2:16][N:15]2[CH2:18][CH2:19][CH2:20][CH:21]([C:22]3[CH:27]=[CH:26][C:25]([OH:28])=[CH:24][CH:23]=3)[C:14]2=[N:13]1.N1C=CC=CC=1.C(=O)([O-])[O-].[Cs+].[Cs+]>CS(C)=O.O.C(O[Cu]OC(=O)C)(=O)C>[Cl:1][C:2]1[CH:7]=[CH:6][C:5]([O:28][C:25]2[CH:24]=[CH:23][C:22]([CH:21]3[C:14]4=[N:13][S:12](=[O:29])(=[O:11])[CH2:17][CH2:16][N:15]4[CH2:18][CH2:19][CH2:20]3)=[CH:27][CH:26]=2)=[CH:4][CH:3]=1 |f:3.4.5|. The reactants are COC(=O)C=1N=C2N3[C@@H](CN(C[C@H]3CC2=CC1)C(=O)OC(C)(C)C)C ((4R,9aR)-4-methyl-3,4,9,9a-tetrahydro-1H-2,4a,5-triaza-fluorene-2,6-dicarboxylic acid 2-tert-butyl ester 6-methyl ester), [H-].C(C(C)C)[Al+]CC(C)C (diisobutylaluminium hydride). Solvent: O1CCCC1 (tetrahydrofuran). Product: C(C)(C)(C)OC(=O)N1C[C@H]2CC3=CC=C(N=C3N2[C@@H](C1)C)CO ((4R,9aR)-6-Hydroxymethyl-4-methyl-3,4,9,9a-tetrahydro-1H-2,4a,5-triaza-fluorene-2-carboxylic acid tert-butyl ester). The yield is 67.3%. Reaction SMILES: C[O:2][C:3]([C:5]1[N:6]=[C:7]2[C:15](=[CH:16][CH:17]=1)[CH2:14][C@H:13]1[N:8]2[C@H:9]([CH3:25])[CH2:10][N:11]([C:18]([O:20][C:21]([CH3:24])([CH3:23])[CH3:22])=[O:19])[CH2:12]1)=O.[H-].C([Al+]CC(C)C)C(C)C>O1CCCC1>[C:21]([O:20][C:18]([N:11]1[CH2:10][C@@H:9]([CH3:25])[N:8]2[C@H:13]([CH2:14][C:15]3[C:7]2=[N:6][C:5]([CH2:3][OH:2])=[CH:17][CH:16]=3)[CH2:12]1)=[O:19])([CH3:23])([CH3:22])[CH3:24] |f:1.2|. Procedure: A solution of 4.2 g (12.1 mmol) (4R,9aR)-4-methyl-3,4,9,9a-tetrahydro-1H-2,4a,5-triaza-fluorene-2,6-dicarboxylic acid 2-tert-butyl ester 6-methyl ester in 100 ml tetrahydrofuran was cooled to 0 deg C. and treated dropwise with 48.4 ml diisobutylaluminium hydride (48.4 mmol; 1M solution in THF). The cooling bath was removed and after 1 h at room temperature the reaction was quenched with a 10% aqueous potassium sodium tartrate solution and ethyl acetate was added. The two-phase system was filtere...